The task is: describe an organic reaction: reactants, conditions, products, and yield. This data is from the Open Reaction Database (ORD), a public repository of structured organic reaction records. Yields the product CC(C)(C)NC(=O)[C@@H](C)[C@H]1CC[C@H]2[C@@H]3CCC4=CC(CC[C@]4(C)[C@H]3CC[C@]12C)=O ((20S)-N-(1,1-dimethylethyl)-3-oxopregn-4-ene-20-carboxamide). The reactants are N1=CC=CC=C1 (pyridine), C(C)(C)(C)N (tert-butylamine), O=C1C=C2CC[C@H]3[C@@H]4CC[C@H](C(C)C(=O)O)[C@]4(CC[C@@H]3[C@]2(CC1)C)C (3-oxopregn-4-ene-20-carboxylic acid), C(C(=O)Cl)(=O)Cl (oxalyl chloride). Conditions: time 1.5 hour. Solvent: CCCCCC (hexane), C(Cl)Cl (methylene chloride), C1=CC=CC=C1 (benzene), C(Cl)Cl (methylene chloride). As a reaction SMILES: [O:1]=[C:2]1[CH2:23][CH2:22][C@@:21]2([CH3:24])[C:4]([CH2:5][CH2:6][C@@H:7]3[C@@H:20]2[CH2:19][CH2:18][C@@:17]2([CH3:25])[C@H:8]3[CH2:9][CH2:10][C@@H:11]2[CH:12]([C:14]([OH:16])=O)[CH3:13])=[CH:3]1.N1C=CC=CC=1.C(Cl)(=O)C(Cl)=O.[C:38]([NH2:42])([CH3:41])([CH3:40])[CH3:39]>C1C=CC=CC=1.C(Cl)Cl.CCCCCC>[CH3:39][C:38]([NH:42][C:14]([C@H:12]([C@@H:11]1[C@:17]2([CH3:25])[C@H:8]([C@H:7]3[C@H:20]([CH2:19][CH2:18]2)[C@:21]2([CH3:24])[C:4](=[CH:3][C:2](=[O:1])[CH2:23][CH2:22]2)[CH2:5][CH2:6]3)[CH2:9][CH2:10]1)[CH3:13])=[O:16])([CH3:41])[CH3:40]. Procedure details: A stirred suspension of 3-oxopregn-4-ene-20-carboxylic acid (1.7 g, 5.0 mmole) in benzene (35 mL) was mixed with pyridine (0.56 mL, 6.25 mmole), cooled in an ice-water bath and treated with oxalyl chloride (0.56 mL, 6.45 mmole). The cooling bath was removed and the reaction mixture was stirred for 1.5 hours. The resulting mixture was then cooled in ice and treated slowly with tert-butylamine (2.9 mL, 29 mmole). After thirty minutes, the mixture was diluted with methylene chloride (100 mL), extra... Reactants: [Li]C#N (LiCN), C1(=CC=C(C=C1)S(=O)(=O)OC[C@@H](CC=1NC2=CC=CC=C2C1)O)C ((R)-3-indol-2-yl-2-hydroxypropanyl p-toluenesulfonate), ice water, [C-]#N.[Na+] (sodium cyanide). Run in CN(C)C=O (DMF). Run at temperature 100 celsius, time 1 hour. The product is O[C@@H](CC#N)CC=1NC2=CC=CC=C2C1 ((R)-3-hydroxy-4-(2-indolyl)butyronitrile). The yield is 74.0%. As a reaction SMILES: [Li][C:2]#[N:3].C1(C)C=CC(S(O[CH2:14][C@H:15]([OH:26])[CH2:16][C:17]2[NH:18][C:19]3[C:24]([CH:25]=2)=[CH:23][CH:22]=[CH:21][CH:20]=3)(=O)=O)=CC=1.[C-]#N.[Na+]>CN(C=O)C>[OH:26][C@H:15]([CH2:16][C:17]1[NH:18][C:19]2[C:24]([CH:25]=1)=[CH:23][CH:22]=[CH:21][CH:20]=2)[CH2:14][C:2]#[N:3] |f:2.3|. Procedure details: To a solution of 0.5 M LiCN in DMF (30 mL) was added (R)-3-indol-2-yl-2-hydroxypropanyl p-toluenesulfonate (R)-2 (5.6 g, 16.2 mmol) and sodium cyanide (1.5 g, 30.6 mmol). The reaction mixture was stirred for 1 hour at 100° C., cooled to room temperature, poured into 80 mL ice-water, and extracted with ethyl acetate (3×50 mL). The combined organic solution was washed with saturated sodium bicarbonate (2×50 mL), brine (2×30 mL), dried over anhydrous sodium sulfate, and evaporated to yield a deep r... Reactants: C(CCCCCCCCC)OC1=NC=C(C=C1)B(O)O (2-decyloxypyridin-5-boronic acid), ClC=1N=NC(=CC1)Cl (3,6-dichloropyridazine), C([O-])([O-])=O.[Na+].[Na+] (sodium carbonate), C(C)O (ethanol). The reagents and catalysts are C=1C=CC(=CC1)[P](C=2C=CC=CC2)(C=3C=CC=CC3)[Pd]([P](C=4C=CC=CC4)(C=5C=CC=CC5)C=6C=CC=CC6)([P](C=7C=CC=CC7)(C=8C=CC=CC8)C=9C=CC=CC9)[P](C=1C=CC=CC1)(C=1C=CC=CC1)C=1C=CC=CC1 (tetrakis(triphenylphosphine)palladium(0)). Run in C1(=CC=CC=C1)C (toluene), O (water). Product: C(CCCCCCCCC)OC1=NC=C(C=C1)C=1N=NC(=CC1)C=1C=CC(=NC1)OCCCCCCCCCC (3,6-bis(2-decyloxypyridin-5-yl)pyridazine). Isolated yield 99.5%. Reaction SMILES: [CH2:1]([O:11][C:12]1[CH:17]=[CH:16][C:15](B(O)O)=[CH:14][N:13]=1)[CH2:2][CH2:3][CH2:4][CH2:5][CH2:6][CH2:7][CH2:8][CH2:9][CH3:10].Cl[C:22]1[N:23]=[N:24][C:25](Cl)=[CH:26][CH:27]=1.[C:29](=[O:32])([O-])[O-].[Na+].[Na+].[CH2:35](O)[CH3:36]>C1(C)C=CC=CC=1.C1C=CC([P]([Pd]([P](C2C=CC=CC=2)(C2C=CC=CC=2)C2C=CC=CC=2)([P](C2C=CC=CC=2)(C2C=CC=CC=2)C2C=CC=CC=2)[P](C2C=CC=CC=2)(C2C=CC=CC=2)C2C=CC=CC=2)(C2C=CC=CC=2)C2C=CC=CC=2)=CC=1.O>[CH2:1]([O:11][C:12]1[CH:17]=[CH:16][C:15]([C:22]2[N:23]=[N:24][C:25]([C:17]3[CH:16]=[CH:15][C:14]([O:32][CH2:29][CH2:7][CH2:6][CH2:5][CH2:4][CH2:3][CH2:2][CH2:1][CH2:35][CH3:36])=[N:13][CH:12]=3)=[CH:26][CH:27]=2)=[CH:14][N:13]=1)[CH2:2][CH2:3][CH2:4][CH2:5][CH2:6][CH2:7][CH2:8][CH2:9][CH3:10] |f:2.3.4,^1:48,50,69,88|. Procedure: 1.6 g (5.73 mmol) of 2-decyloxypyridin-5-boronic acid, 0.28 g (1.91 mmol) of 3,6-dichloropyridazine, 0.03 g (0.024 mmol) of tetrakis(triphenylphosphine)palladium(0) and 0.97 g (9.17 mmol) of sodium carbonate are heated at 80° C. for 24 hours in 30 ml of toluene, 20 ml of ethanol and 10 ml of water. The palladium catalyst is subsequently separated from the reaction mixture by filtration at 80° C. The aqueous lower phase of the reaction mixture is separated off at 80° C., and the organic phase is ... Reactants: ClC=1C=C(OC2=C(C(=O)O)C=CC=N2)C=CC1F (2-(3-Chloro-4-fluoro-phenoxy)-nicotinic acid), FC=1C=C2CCCNC2=CC1F (6,7-difluoro-1,2,3,4-tetrahydro-quinoline), C(CCC)N(CCCC)CCCC (tri-n-butylamine), [I-].ClC1=[N+](C=CC=C1)C (2-chloro-1-methylpyridinium iodide). Run in ClCCl (dichloromethane). Run at temperature 60 celsius. Product: ClC=1C=C(OC2=NC=CC=C2C(=O)N2CCCC3=CC(=C(C=C23)F)F)C=CC1F ([2-(3-Chloro-4-fluoro-phenoxy)-pyridin-3-yl]-(6,7-difluoro-3,4-dihydro-2H-quinolin-1-yl)-methanone). Yield: 9.4%. RXN SMILES: [Cl:1][C:2]1[CH:3]=[C:4]([CH:15]=[CH:16][C:17]=1[F:18])[O:5][C:6]1[N:14]=[CH:13][CH:12]=[CH:11][C:7]=1[C:8]([OH:10])=O.[F:19][C:20]1[CH:21]=[C:22]2[C:27](=[CH:28][C:29]=1[F:30])[NH:26][CH2:25][CH2:24][CH2:23]2.C(N(CCCC)CCCC)CCC.[I-].ClC1C=CC=C[N+]=1C>ClCCl>[Cl:1][C:2]1[CH:3]=[C:4]([CH:15]=[CH:16][C:17]=1[F:18])[O:5][C:6]1[C:7]([C:8]([N:26]2[C:27]3[C:22](=[CH:21][C:20]([F:19])=[C:29]([F:30])[CH:28]=3)[CH2:23][CH2:24][CH2:25]2)=[O:10])=[CH:11][CH:12]=[CH:13][N:14]=1 |f:3.4|. Procedure details: To a solution of 2-(3-chloro-4-fluoro-phenoxy)-nicotinic acid (32.1 mg, 0.12 mmol, 1.0 equiv; Example 77, Step 1) in dichloromethane (1 mL) was added 6,7-difluoro-1,2,3,4-tetrahydro-quinoline (24.4 mg, 0.14 mmol, 1.2 equiv; [CAS RN 953717-64-1]), tri-n-butylamine (111.2 mg, 143 μL, 0.60 mmol, 5.0 equiv; [CAS RN 102-82-9]) and 2-chloro-1-methylpyridinium iodide (36.8 mg, 0.14 mmol, 1.2 equiv; [CAS RN 14338-32-0]). The reaction mixture was heated by microwave irradiation to 60° C. for 15 min. Remo...